Dataset: the Open Reaction Database (ORD), a public repository of structured organic reaction records. Task: describe an organic reaction: reactants, conditions, products, and yield Reactants: C1(O)=CC(O)=CC=C1 (resorcinol), Cl (hydrochloric acid), COC1=C(C(=C2C(OCC2=C1C)=O)OS(=O)(=O)C1=CC=C(C=C1)C)CC1=CC(CC1)(C)CC=O (3-(1,3-dihydro-6-methoxy-7-methyl-3-oxo-4-p-toluenesulfonyloxy-5-isobenzofuranylmethyl)-1-methylcyclopent-2-en-1-ylacetaldehyde), Cl(=O)[O-].[Na+] (sodium chlorite). Solvent: O1CCOCC1 (dioxane), C(C)(=O)OCC (ethyl acetate). Run at time 2 minute. Yields the product COC1=C(C(=C2C(OCC2=C1C)=O)OS(=O)(=O)C1=CC=C(C=C1)C)CC1=CC(CC1)(C)CC(=O)O (3-(1,3-dihydro-6-methoxy-7-methyl-3-oxo-4-p-toluenesulfonyloxy-5-isobenzofuranylmethyl)-1-methylcyclopent-2-en-1-ylacetic acid). Reaction SMILES: [CH3:1][O:2][C:3]1[C:11]([CH3:12])=[C:10]2[C:6]([C:7](=[O:13])[O:8][CH2:9]2)=[C:5]([O:14][S:15]([C:18]2[CH:23]=[CH:22][C:21]([CH3:24])=[CH:20][CH:19]=2)(=[O:17])=[O:16])[C:4]=1[CH2:25][C:26]1[CH2:30][CH2:29][C:28]([CH2:32][CH:33]=[O:34])([CH3:31])[CH:27]=1.C1(C=CC=C(O)C=1)[OH:36].Cl([O-])=O.[Na+].Cl>O1CCOCC1.C(OCC)(=O)C>[CH3:1][O:2][C:3]1[C:11]([CH3:12])=[C:10]2[C:6]([C:7](=[O:13])[O:8][CH2:9]2)=[C:5]([O:14][S:15]([C:18]2[CH:23]=[CH:22][C:21]([CH3:24])=[CH:20][CH:19]=2)(=[O:17])=[O:16])[C:4]=1[CH2:25][C:26]1[CH2:30][CH2:29][C:28]([CH2:32][C:33]([OH:36])=[O:34])([CH3:31])[CH:27]=1 |f:2.3|. Procedure details: The 3-(1,3-dihydro-6-methoxy-7-methyl-3-oxo-4-p-toluenesulfonyloxy-5-isobenzofuranylmethyl)-1-methylcyclopent-2-en-1-ylacetaldehyde was dissolved in dioxane (8 mL) and pH 5 buffer (3 mL) and treated with resorcinol (0.10 g). To this mixture was then added sodium chlorite (0.080 g). After 2 minutes, the reaction was diluted with ethyl acetate and made acidic with 5% hydrochloric acid. After two extractions with ethyl acetate, the combined organic layers were dried over magnesium sulfate. The resi...